This data is from the Open Reaction Database (ORD), a public repository of structured organic reaction records. The task is: describe an organic reaction: reactants, conditions, products, and yield Reactants: C(#N)C1=CNC2=C(C(=CC=C12)N=C=S)C (3-cyano-6-isothiocyanato-7-methylindole), C(CN)N (ethylenediamine). Solvent: C(Cl)Cl (methylene chloride). Conditions: time 30 minute. Yields the product C(#N)C1=CNC2=C(C(=CC=C12)NC(=S)NCCN)C (3-cyano-6-[N'-(2-aminoethyl)thioureido]-7-methylindole). RXN SMILES: [C:1]([C:3]1[C:11]2[C:6](=[C:7]([CH3:15])[C:8]([N:12]=[C:13]=[S:14])=[CH:9][CH:10]=2)[NH:5][CH:4]=1)#[N:2].[CH2:16]([NH2:19])[CH2:17][NH2:18]>C(Cl)Cl>[C:1]([C:3]1[C:11]2[C:6](=[C:7]([CH3:15])[C:8]([NH:12][C:13]([NH:18][CH2:17][CH2:16][NH2:19])=[S:14])=[CH:9][CH:10]=2)[NH:5][CH:4]=1)#[N:2]. Reported procedure: To a solution of 3-cyano-6-isothiocyanato-7-methylindole (0.152 g, 0.713 mmol) in methylene chloride (30 mL) is added ethylenediamine (0.286 mL, 4.28 mmol). The milky white mixture is stirred for 30 minutes followed by removal of the volatile organics by rotary evaporation. The residue is taken up in 10% methanol/methylene chloride, causing a precipitate to form. This mixture is filtered (solid is saved), and the filtrate is directly applied to a silica gel column. The mixture is separated using... Starting materials: ClC1=CC=C(OC2=C(N3C(C(C3S2)CC)=O)C(=O)OCC2=CC=C(C=C2)[N+](=O)[O-])C=C1 (4-nitrobenzyl 3-(4-chlorophenoxy)-6-ethyl-7-oxo-4-thia-1-azabicyclo-[3,2,0]hept-2-ene-2-carboxylate), C([O-])(O)=O.[Na+] (sodium bicarbonate). Reagents/catalysts: [Pd] (palladium/charcoal). The solvent is O1CCOCC1 (dioxan), O (water). Yields the product ClC1=CC=C(OC2=C(N3C(C(C3S2)CC)=O)C(=O)[O-])C=C1.[Na+] (Sodium 3-(4-chlorophenoxy)-6-ethyl-7-oxo-4-thia-1-azabicyclo[3,2,0]hept-2-ene-2-carboxylate). RXN SMILES: [Cl:1][C:2]1[CH:31]=[CH:30][C:5]([O:6][C:7]2[S:13][CH:12]3[N:9]([C:10](=[O:16])[CH:11]3[CH2:14][CH3:15])[C:8]=2[C:17]([O:19]CC2C=CC([N+]([O-])=O)=CC=2)=[O:18])=[CH:4][CH:3]=1.C(=O)(O)[O-].[Na+:36]>O1CCOCC1.O.[Pd]>[Cl:1][C:2]1[CH:3]=[CH:4][C:5]([O:6][C:7]2[S:13][CH:12]3[N:9]([C:10](=[O:16])[CH:11]3[CH2:14][CH3:15])[C:8]=2[C:17]([O-:19])=[O:18])=[CH:30][CH:31]=1.[Na+:36] |f:1.2,6.7|. Reported procedure: A mixture of a solution of 205 mg of 4-nitrobenzyl 3-(4-chlorophenoxy)-6-ethyl-7-oxo-4-thia-1-azabicyclo-[3,2,0]hept-2-ene-2-carboxylate in dioxan and 37.5 mg of sodium bicarbonate in water, and 10% palladium/charcoal was hydrogenated at 50 psi at 25° for 60 minutes. Reactants: C(C1=CC=CC=C1)N1C(CC[C@H]1CO)=O (1-benzyl-5(S)-hydroxymethyl-pyrrolidin-2-one), C1(=CC=CC=C1)P(C1=CC=CC=C1)C1=CC=CC=C1 (triphenylphosphine), N1C=NC=C1 (imidazole), II (iodine). Solvent: C(C)#N (acetonitrile), CCOCC (ether). Conditions: temperature 50 celsius, time 10 minute. The product is C(C1=CC=CC=C1)N1C(CC[C@H]1CI)=O (1-benzyl-5(S)-iodomethyl-pyrrolidin-2-one). RXN SMILES: [CH2:1]([N:8]1[C@H:12]([CH2:13]O)[CH2:11][CH2:10][C:9]1=[O:15])[C:2]1[CH:7]=[CH:6][CH:5]=[CH:4][CH:3]=1.C1(P(C2C=CC=CC=2)C2C=CC=CC=2)C=CC=CC=1.N1C=CN=C1.[I:40]I>C(#N)C.CCOCC>[CH2:1]([N:8]1[C@H:12]([CH2:13][I:40])[CH2:11][CH2:10][C:9]1=[O:15])[C:2]1[CH:7]=[CH:6][CH:5]=[CH:4][CH:3]=1. Reported procedure: To a solution of 13-1 (18.5 g, 90.1 mmol), triphenylphosphine (40.1 g, 153 mmol), and imidazole (11.03 g, 162 mmol) in 225 mL of acetonitrile and 150 mL of ether at 0° C. was added iodine (34.3 g, 135 mmol) in 5 portions over 5 minutes. After 10 minutes, the reaction was heated to 50° C., and a stream of argon passed over the reaction to purge the evaporating ether. After an additional 30 minutes, the mixture was diluted with ether, the organic layer washed with NaHCO3 (sat.) and brine, dried ov... Starting materials: C(=O)(OC(C)(C)C)NCCCN(C\C=C\CN(CCCNC(=O)OC(C)(C)C)C(=O)OC(C)(C)C)C(=O)OC(C)(C)C ((E)-1,5,10,14-tetra-BOC-1,5,10,14-tetraazatetradec7-ene), [H-].[Na+] (sodium hydride), C(C)(C)I (isopropyl iodide), [H-].[Na+] (sodium hydride), C(C)(C)I (isopropyl iodide). The solvent is CN(C)C=O (DMF). Product: C(C)(C)N(CCCN(C\C=C\CN(CCCNC(=O)OC(C)(C)C)C(=O)OC(C)(C)C)C(=O)OC(C)(C)C)C(=O)OC(C)(C)C ((E)-1-Isopropyl-1,5,10,14-tetra-BOC-1,5,10,14-tetraazatetradec-7-ene). RXN SMILES: [C:1]([NH:8][CH2:9][CH2:10][CH2:11][N:12]([C:36]([O:38][C:39]([CH3:42])([CH3:41])[CH3:40])=[O:37])[CH2:13]/[CH:14]=[CH:15]/[CH2:16][N:17]([C:29]([O:31][C:32]([CH3:35])([CH3:34])[CH3:33])=[O:30])[CH2:18][CH2:19][CH2:20][NH:21][C:22]([O:24][C:25]([CH3:28])([CH3:27])[CH3:26])=[O:23])([O:3][C:4]([CH3:7])([CH3:6])[CH3:5])=[O:2].[H-].[Na+].[CH:45](I)([CH3:47])[CH3:46]>CN(C=O)C>[CH:45]([N:21]([C:22]([O:24][C:25]([CH3:27])([CH3:28])[CH3:26])=[O:23])[CH2:20][CH2:19][CH2:18][N:17]([C:29]([O:31][C:32]([CH3:35])([CH3:34])[CH3:33])=[O:30])[CH2:16]/[CH:15]=[CH:14]/[CH2:13][N:12]([C:36]([O:38][C:39]([CH3:42])([CH3:41])[CH3:40])=[O:37])[CH2:11][CH2:10][CH2:9][NH:8][C:1]([O:3][C:4]([CH3:5])([CH3:7])[CH3:6])=[O:2])([CH3:47])[CH3:46] |f:1.2|. Procedure details: To a solution of 1.5 g (2.5 mmol) of (E)-1,5,10,14-tetra-BOC-1,5,10,14-tetraazatetradec7-ene in 20 ml of DMF there are added, with stirring, 0.4 g (10 mmol) of sodium hydride dispersion (approx. 60%) and, after 15 min., 1 ml (10 mmol) of isopropyl iodide. The reaction mixture is stirred for 16 h at room temperature; a further 0.4 g (10 mmol) of sodium hydride dispersion (approx. 60%) and 1 ml (10 mmol) of isopropyl iodide are added, and the mixture is stirred for a further 24 h at 20° C. and for...